This data is from the Open Reaction Database (ORD), a public repository of structured organic reaction records. The task is: describe an organic reaction: reactants, conditions, products, and yield Starting materials: CCOC(=O)C=CC(F)(F)F, CCCC(=O)CC(=O)[O-], CN(C)C(=N)N(C)C, C[N+](=O)[O-]. Yields the product CCOC(=O)CC(C[N+](=O)[O-])C(F)(F)F. Reaction SMILES: [CH2:1]([CH3:2])[O:3][C:4]([CH:5]=[CH:6][C:7]([F:8])([F:9])[F:10])=[O:11].[CH2:24]([CH2:25][C:26](=[O:27])[CH2:28][C:29]([O-:30])=[O:31])[CH3:32].[CH3:12][N:13]([CH3:14])[C:15]([N:16]([CH3:17])[CH3:18])=[NH:19].[N+:20](=[O:21])([O-:22])[CH3:23]>>[CH2:1]([CH3:2])[O:3][C:4]([CH2:5][CH:6]([C:7]([F:8])([F:9])[F:10])[CH2:23][N+:20](=[O:21])[O-:22])=[O:11]. The reactants are CC(=C)[C@@H]1CC[C@]2([C@H]1[C@H]3CC[C@@H]4[C@]5(CC[C@@H](C([C@@H]5CC[C@]4([C@@]3(CC2)C)C)(C)C)O)C)CO (betulin), CC(=C)[C@@H]1CC[C@]2([C@H]1[C@H]3CC[C@@H]4[C@]5(CC[C@@H](C([C@@H]5CC[C@]4([C@@]3(CC2)C)C)(C)C)O)C)CO (betulin), tin(II)octoate, C([C@@H](O)C)(=O)O (L-lactic acid), C(C(=C)CC(=O)O)(=O)O (itaconic acid). Solvent: O (water). Reaction conditions: time 14 hour. Yields the product C(C(O)C)(=O)O.C(C(=C)CC(=O)O)(=O)O.CC(=C)[C@@H]1CC[C@]2([C@H]1[C@H]3CC[C@@H]4[C@]5(CC[C@@H](C([C@@H]5CC[C@]4([C@@]3(CC2)C)C)(C)C)O)C)CO (Lactic Acid Itaconic Acid Betulin). RXN SMILES: [CH3:1][C:2]([C@H:4]1[C@@H:8]2[C@@H:9]3[C@@:22]([CH3:25])([CH2:23][CH2:24][C@@:7]2([CH2:31][OH:32])[CH2:6][CH2:5]1)[C@@:21]1([CH3:26])[C@@H:12]([C@:13]2([CH3:30])[C@@H:18]([CH2:19][CH2:20]1)[C:17]([CH3:28])([CH3:27])[C@@H:16]([OH:29])[CH2:15][CH2:14]2)[CH2:11][CH2:10]3)=[CH2:3].[C:33]([OH:38])(=[O:37])[C@H:34]([CH3:36])[OH:35].[C:39]([OH:47])(=[O:46])[C:40]([CH2:42][C:43]([OH:45])=[O:44])=[CH2:41]>O>[C:33]([OH:38])(=[O:37])[CH:34]([CH3:36])[OH:35].[C:39]([OH:47])(=[O:46])[C:40]([CH2:42][C:43]([OH:45])=[O:44])=[CH2:41].[CH3:3][C:2]([C@H:4]1[C@@H:8]2[C@@H:9]3[C@@:22]([CH3:25])([CH2:23][CH2:24][C@@:7]2([CH2:31][OH:32])[CH2:6][CH2:5]1)[C@@:21]1([CH3:26])[C@@H:12]([C@:13]2([CH3:30])[C@@H:18]([CH2:19][CH2:20]1)[C:17]([CH3:28])([CH3:27])[C@@H:16]([OH:29])[CH2:15][CH2:14]2)[CH2:11][CH2:10]3)=[CH2:1] |f:4.5.6|. Procedure details: Polymerisation was performed in the same principle as in Example 9, but the betulin was added to the reaction mixture in three portions during first two hours. The amounts of the ingredients were following: 85.2 g of L-lactic acid (89 mole-%), 7.4 g of itaconic acid (5.5 mole-%), 25 g of betulin (5.5 mole-%) and 0.0375 g of tin(II)octoate. Total polymerisation time was 14 hours. The product was hard, brittle, shiny, orange mass, which was water resistant. Synthesis product was observed to crossl... Starting materials: ClCCl, Cl, CC(C)(C)OC(=O)N1C2CCC1CN(C(=O)Nc1cnc3ccc(N4CCCC4c4cc(F)ccc4F)nn13)C2. Yields the product Cl, O=C(Nc1cnc2ccc(N3CCCC3c3cc(F)ccc3F)nn12)N1CC2CCC(C1)N2. As a reaction SMILES: [Cl:42][CH2:43][Cl:44].[ClH:41].[F:1][c:2]1[c:3]([CH:9]2[N:10]([c:14]3[cH:15][cH:16][c:17]4[n:18]([n:19]3)[c:20]([NH:23][C:24](=[O:25])[N:26]3[CH2:27][CH:28]5[CH2:29][CH2:30][CH:31]([CH2:32]3)[N:33]5[C:34]([O:35][C:36]([CH3:37])([CH3:38])[CH3:39])=[O:40])[cH:21][n:22]4)[CH2:11][CH2:12][CH2:13]2)[cH:4][c:5]([F:8])[cH:6][cH:7]1>>[ClH:41].[F:1][c:2]1[c:3]([CH:9]2[N:10]([c:14]3[cH:15][cH:16][c:17]4[n:18]([n:19]3)[c:20]([NH:23][C:24](=[O:25])[N:26]3[CH2:27][CH:28]5[CH2:29][CH2:30][CH:31]([CH2:32]3)[NH:33]5)[cH:21][n:22]4)[CH2:11][CH2:12][CH2:13]2)[cH:4][c:5]([F:8])[cH:6][cH:7]1. The reactants are [BH4-], O=C1CC(c2nc(-c3ccc4ccc(-c5ccccc5)nc4c3)c3c(Cl)nccn23)C1, [Na+]. The product is OC1CC(c2nc(-c3ccc4ccc(-c5ccccc5)nc4c3)c3c(Cl)nccn23)C1. Reaction SMILES: [BH4-:32].[Cl:1][c:2]1[c:3]2[n:4]([cH:5][cH:6][n:7]1)[c:8]([CH:27]1[CH2:28][C:29](=[O:31])[CH2:30]1)[n:9][c:10]2-[c:11]1[cH:12][cH:13][c:14]2[cH:15][cH:16][c:17](-[c:21]3[cH:22][cH:23][cH:24][cH:25][cH:26]3)[n:18][c:19]2[cH:20]1.[Na+:33]>>[Cl:1][c:2]1[c:3]2[n:4]([cH:5][cH:6][n:7]1)[c:8]([CH:27]1[CH2:28][CH:29]([OH:31])[CH2:30]1)[n:9][c:10]2-[c:11]1[cH:12][cH:13][c:14]2[cH:15][cH:16][c:17](-[c:21]3[cH:22][cH:23][cH:24][cH:25][cH:26]3)[n:18][c:19]2[cH:20]1. Reactants: [BH4-], CC(C)(C)OC(=O)N1CCC(C(=O)Nc2ccc(C(=O)O)cc2C(=O)Nc2ccc(Cl)cn2)CC1, CN1CCOCC1, CO, [Cl-], CCOC(=O)Cl, [NH4+], [Na+], C1CCOC1. Yields the product CC(C)(C)OC(=O)N1CCC(C(=O)Nc2ccc(CO)cc2C(=O)Nc2ccc(Cl)cn2)CC1. As a reaction SMILES: [BH4-:49].[C:1]([CH3:2])([CH3:3])([CH3:4])[O:5][C:6](=[O:7])[N:8]1[CH2:9][CH2:10][CH:11]([C:14](=[O:15])[NH:16][c:17]2[c:18]([C:19](=[O:20])[NH:21][c:22]3[n:23][cH:24][c:25]([Cl:28])[cH:26][cH:27]3)[cH:29][c:30]([C:33](=[O:34])[OH:35])[cH:31][cH:32]2)[CH2:12][CH2:13]1.[CH3:36][N:37]1[CH2:38][CH2:39][O:40][CH2:41][CH2:42]1.[CH3:58][OH:59].[Cl-:51].[Cl:43][C:44]([O:45][CH2:46][CH3:47])=[O:48].[NH4+:52].[Na+:50].[O:53]1[CH2:54][CH2:55][CH2:56][CH2:57]1>>[C:1]([CH3:2])([CH3:3])([CH3:4])[O:5][C:6](=[O:7])[N:8]1[CH2:9][CH2:10][CH:11]([C:14](=[O:15])[NH:16][c:17]2[c:18]([C:19](=[O:20])[NH:21][c:22]3[n:23][cH:24][c:25]([Cl:28])[cH:26][cH:27]3)[cH:29][c:30]([CH2:33][OH:34])[cH:31][cH:32]2)[CH2:12][CH2:13]1. Reported procedure: The title compound was prepared in analogy to example 92 step A from tert-butyl 6-chloro-4-phenyl-2-(trifluoromethylsulfonyloxy)quinoline-3-carboxylate (prepared in analogy to example 91 step A to C, 100 mg, 0.21 mmol) and 2-methoxy-N-methylethanamine (183 mg, 2.05 mmol). Pale yellow solid (75 mg, 86%). MS (ESI): 427 (M+H)+. Reaction SMILES: [Cl:1][C:2]1[CH:3]=[C:4]2[C:9](=[CH:10][CH:11]=1)[N:8]=[C:7](OS(C(F)(F)F)(=O)=O)[C:6]([C:20]([O:22][C:23]([CH3:26])([CH3:25])[CH3:24])=[O:21])=[C:5]2[C:27]1[CH:32]=[CH:31][CH:30]=[CH:29][CH:28]=1.[CH3:33][O:34][CH2:35][CH2:36][NH:37][CH3:38]>>[C:23]([O:22][C:20]([C:6]1[C:7]([N:37]([CH2:36][CH2:35][O:34][CH3:33])[CH3:38])=[N:8][C:9]2[C:4]([C:5]=1[C:27]1[CH:28]=[CH:29][CH:30]=[CH:31][CH:32]=1)=[CH:3][C:2]([Cl:1])=[CH:11][CH:10]=2)=[O:21])([CH3:25])([CH3:26])[CH3:24]. Starting materials: ClC=1C=C2C(=C(C(=NC2=CC1)OS(=O)(=O)C(F)(F)F)C(=O)OC(C)(C)C)C1=CC=CC=C1 (tert-butyl 6-chloro-4-phenyl-2-(trifluoromethylsulfonyloxy)quinoline-3-carboxylate), COCCNC (2-methoxy-N-methylethanamine), solid. Yields the product C(C)(C)(C)OC(=O)C=1C(=NC2=CC=C(C=C2C1C1=CC=CC=C1)Cl)N(C)CCOC (6-Chloro-2-[(2-methoxy-ethyl)-methyl-amino]-4-phenyl-quinoline-3-carboxylic acid tert-butyl ester). Starting materials: ClC1=C(C=CC=C1)C1=NC2=C(C=CC=C2C(C1)=O)C(=O)O (2-(2-Chlorophenyl)-4-quinolone-8-carboxylic acid), C(CO)O (ethylene glycol), O (water). The solvent is S(O)(O)(=O)=O (sulfuric acid). Product: ClC1=C(C=CC=C1)C1=NC2=C(C=CC=C2C(C1)=O)C(=O)OCCO (Beta-Hydroxyethyl 2-(2-chlorophenyl)-4-quinolone-8-carboxylate). RXN SMILES: [Cl:1][C:2]1[CH:7]=[CH:6][CH:5]=[CH:4][C:3]=1[C:8]1[CH2:17][C:16](=[O:18])[C:15]2[C:10](=[C:11]([C:19]([OH:21])=[O:20])[CH:12]=[CH:13][CH:14]=2)[N:9]=1.O.[CH2:23](O)[CH2:24][OH:25]>S(=O)(=O)(O)O>[Cl:1][C:2]1[CH:7]=[CH:6][CH:5]=[CH:4][C:3]=1[C:8]1[CH2:17][C:16](=[O:18])[C:15]2[C:10](=[C:11]([C:19]([O:21][CH2:23][CH2:24][OH:25])=[O:20])[CH:12]=[CH:13][CH:14]=2)[N:9]=1. Procedure: 2-(2-Chlorophenyl)-4-quinolone-8-carboxylic acid (10 grams) was stirred overnight at 95° to 98° C. in a mixture of 10 ml of concentrated sulfuric acid and 100 ml of ethylene glycol. The reaction solution was poured over into water and separated crystals were collected by filtration and then washed with water. After dried, the crystals were re-crystallized from acetone to give 8.2 grams of the title compounds, pale yellow prisms, melting point 170° to 171° C. Reactants: COC(=O)C1=Cc2cc(Br)ccc2S(=O)(=O)CC1, COCCOC, Cl. The product is O=C(O)C1=Cc2cc(Br)ccc2S(=O)(=O)CC1. As a reaction SMILES: [Br:1][c:2]1[cH:3][cH:4][c:5]2[c:6]([cH:18]1)[CH:7]=[C:8]([C:14](=[O:15])[O:16][CH3:17])[CH2:9][CH2:10][S:11]2(=[O:12])=[O:13].[CH3:19][O:20][CH2:21][CH2:22][O:23][CH3:24].[ClH:25]>>[Br:1][c:2]1[cH:3][cH:4][c:5]2[c:6]([cH:18]1)[CH:7]=[C:8]([C:14](=[O:15])[OH:16])[CH2:9][CH2:10][S:11]2(=[O:12])=[O:13]. Reactants: [Si](C)(C)(C(C)(C)C)O[C@@H]1C[C@@H]2CC[C@H]3[C@@H]4C[C@H]5[C@H]([C@H](C)[C@]6(O5)CC[C@@H](C)CO6)[C@]4(C([C@@H]([C@@H]3[C@]2(CC1)C)O[Si](C)(C)C)=O)C ((3β,5α,11β,25R)-3-(t-butyidimethylsilyloxy)-11-(trimethylsilyloxy)spirostan-12-one), F (hydrofluoric acid), C[C@H]1[C@H]2[C@H](C[C@H]3[C@@H]4CC[C@H]5C[C@H](CC[C@]5(C)[C@H]4C([C@H]([C@]23C)O)=O)O)O[C@]12CC[C@@H](C)CO2 ((3β,5α,12β,25R)-spirostan-3,12-diol-11-one). Run in C(C)#N (acetonitrile). The product is C[C@H]1[C@H]2[C@H](C([C@H]3[C@@H]4CC[C@H]5C[C@H](CC[C@]5(C)[C@H]4[C@H](C[C@]23C)O)O)=O)O[C@]12CC[C@@H](C)CO2 ((3β,5α,11β,25R)-spirostan -3,11-diol-one). As a reaction SMILES: [Si]([O:8][C@H:9]1[CH2:35][CH2:34][C@@:33]2([CH3:36])[C@@H:11]([CH2:12][CH2:13][C@@H:14]3[C@@H:32]2[C@@H:31]([O:37][Si](C)(C)C)[C:30](=O)[C@@:29]2([CH3:43])[C@H:15]3[CH2:16][C@@H:17]3[O:22][C@@:21]4([O:28][CH2:27][C@H:25]([CH3:26])[CH2:24][CH2:23]4)[C@@H:19]([CH3:20])[C@@H:18]32)[CH2:10]1)(C(C)(C)C)(C)C.F.C[C@@H]1[C@]2(OC[C@H](C)CC2)O[C@H]2C[C@@H]3[C@@](C)([C@@H]12)[C@H]([OH:66])C(=O)[C@H]1[C@H]3CC[C@@H]2[C@]1(C)CC[C@H](O)C2>C(#N)C>[CH3:20][C@@H:19]1[C@:21]2([O:28][CH2:27][C@H:25]([CH3:26])[CH2:24][CH2:23]2)[O:22][C@H:17]2[C:16](=[O:66])[C@@H:15]3[C@@:29]([CH3:43])([C@@H:18]12)[CH2:30][C@H:31]([OH:37])[C@H:32]1[C@H:14]3[CH2:13][CH2:12][C@@H:11]2[C@:33]1([CH3:36])[CH2:34][CH2:35][C@H:9]([OH:8])[CH2:10]2. Procedure details: The title compound was synthesized from (3β,5α,11β,25R)-3-(t-butyidimethylsilyloxy)-11-(trimethylsilyloxy)spirostan-12-one was desilylated with hydrofluoric acid in acetonitrile according to the procedure described in J. Am. Chem. Soc., 1972, 94, 6190. The title compound must be carefully handled because it will rearrange to (3β,5α,12β,25R)-spirostan-3,12-diol-11-one if exposed to base. The reactants are ClCCCBr, CCO, [K+], [OH-], O=C(O)Cc1ccc(O)cc1. The product is O=C(O)Cc1ccc(OCCCCl)cc1. Reaction SMILES: [Br:14][CH2:15][CH2:16][CH2:17][Cl:18].[CH3:19][CH2:20][OH:21].[K+:2].[OH-:1].[OH:3][c:4]1[cH:5][cH:6][c:7]([CH2:10][C:11](=[O:12])[OH:13])[cH:8][cH:9]1>>[O:3]([c:4]1[cH:5][cH:6][c:7]([CH2:10][C:11](=[O:12])[OH:13])[cH:8][cH:9]1)[CH2:15][CH2:16][CH2:17][Cl:18].